From a dataset of the Open Reaction Database (ORD), a public repository of structured organic reaction records. describe an organic reaction: reactants, conditions, products, and yield Starting materials: ClC1=C(CO)C(=CC(=C1)OCC#C)F (2-chloro-6-fluoro-4-prop-2-ynyloxy-benzylalcohol), C(C)(C)(C)OC(=O)N1C[C@H](N(CC1)C(=O)Cl)CC ((R)-4-chlorocarbonyl-3-ethyl-piperazine-1-carboxylic acid tert-butyl ester). The product is ClC1=C(COC(=O)N2[C@@H](CN(CC2)C(=O)OC(C)(C)C)CC)C(=CC(=C1)OCC#C)F ((R)-2-Ethyl-piperazine-1,4-dicarboxylic acid 4-tert-butyl ester 1-(2-chloro-6-fluoro-4-prop-2-ynyloxy-benzyl) ester). Yield: 80.0%. Reaction SMILES: [Cl:1][C:2]1[CH:9]=[C:8]([O:10][CH2:11][C:12]#[CH:13])[CH:7]=[C:6]([F:14])[C:3]=1[CH2:4][OH:5].[C:15]([O:19][C:20]([N:22]1[CH2:27][CH2:26][N:25]([C:28](Cl)=[O:29])[C@H:24]([CH2:31][CH3:32])[CH2:23]1)=[O:21])([CH3:18])([CH3:17])[CH3:16]>>[Cl:1][C:2]1[CH:9]=[C:8]([O:10][CH2:11][C:12]#[CH:13])[CH:7]=[C:6]([F:14])[C:3]=1[CH2:4][O:5][C:28]([N:25]1[CH2:26][CH2:27][N:22]([C:20]([O:19][C:15]([CH3:17])([CH3:16])[CH3:18])=[O:21])[CH2:23][C@H:24]1[CH2:31][CH3:32])=[O:29]. Procedure details: This compound was prepared from 2-chloro-6-fluoro-4-prop-2-ynyloxy-benzylalcohol and (R)-4-chlorocarbonyl-3-ethyl-piperazine-1-carboxylic acid tert-butyl ester according to the procedure described in Example 179 to give the product as a colorless oil (357 mg; 80%); MS (ISP): 472.3 (M+NH4)+. The reactants are CCOC(=O)C (EtOAc), OCCCC1(CCN(C(O1)=O)[C@@H](C)C1=CC=C(C=C1)B1OC(C(O1)(C)C)(C)C)C(C)C (6-(3-hydroxypropyl)-6-isopropyl-3-((S)-1-(4-(4,4,5,5-tetramethyl-1,3,2-dioxaborolan-2-yl)phenyl)ethyl)-1,3-oxazinan-2-one), CC(C#N)(C[C@@]1(CCN(C(O1)=O)[C@@H](C)C1=CC=C(C=C1)C1=CC(NC=C1)=O)C1=CC=CC=C1)C (2,2-dimethyl-3-((R)-2-oxo-3-((S)-1-(4-(2-oxo-1,2-dihydropyridin-4-yl)phenyl)ethyl)-6-phenyl-1,3-oxazinan-6-yl)propanenitrile), 1′-O, C(=O)([O-])[O-].[Cs+].[Cs+] (Cs2CO3). Reagents/catalysts: Cl[Pd]([P](C1=CC=CC=C1)(C2=CC=CC=C2)C3=CC=CC=C3)([P](C4=CC=CC=C4)(C5=CC=CC=C5)C6=CC=CC=C6)Cl (Pd(PPh3)2Cl2). Run in O (water), O1CCOCC1 (1,4-dioxane). Product: OCCCC1(CCN(C(O1)=O)[C@@H](C)C1=CC=C(C=C1)C1=CC(N(C=C1)C)=O)C(C)C (6-(3-hydroxypropyl)-6-isopropyl-3-((S)-1-(4-(1-methyl-2-oxo-1,2-dihydropyridin-4-yl)phenyl)ethyl)-1,3-oxazinan-2-one). RXN SMILES: [OH:1][CH2:2][CH2:3][CH2:4][C:5]1([CH:29]([CH3:31])[CH3:30])OC(=O)[N:8]([C@H:12]([C:14]2[CH:19]=[CH:18][C:17](B3OC(C)(C)C(C)(C)O3)=[CH:16][CH:15]=2)[CH3:13])[CH2:7][CH2:6]1.CC(C)(C[C@@]1(C2C=CC=CC=2)OC(=O)N([C@H](C2C=CC([C:52]3[CH:57]=[CH:56][NH:55][C:54](=[O:58])[CH:53]=3)=CC=2)C)CC1)C#N.[C:66]([O-:69])([O-])=[O:67].[Cs+].[Cs+].[CH3:72]COC(C)=O>O1CCOCC1.Cl[Pd](Cl)([P](C1C=CC=CC=1)(C1C=CC=CC=1)C1C=CC=CC=1)[P](C1C=CC=CC=1)(C1C=CC=CC=1)C1C=CC=CC=1.O>[OH:1][CH2:2][CH2:3][CH2:4][C:5]1([CH:29]([CH3:30])[CH3:31])[O:69][C:66](=[O:67])[N:8]([C@H:12]([C:14]2[CH:15]=[CH:16][C:17]([C:52]3[CH:57]=[CH:56][N:55]([CH3:72])[C:54](=[O:58])[CH:53]=3)=[CH:18][CH:19]=2)[CH3:13])[CH2:7][CH2:6]1 |f:2.3.4,^1:86,105|. Procedure details: A mixture of 6-(3-hydroxypropyl)-6-isopropyl-3-((S)-1-(4-(4,4,5,5-tetramethyl-1,3,2-dioxaborolan-2-yl)phenyl)ethyl)-1,3-oxazinan-2-one (40 mg, 0.092 mmol), 4-iodo-1-methylpyridin-2(1′-O-one (20 mg, 0.085 mmol), Pd(PPh3)2Cl2 (6 mg, 0.0085 mmol), and Cs2CO3 (2 N, 0.425 mL, 0.85 mmol) in 1,4-dioxane (2 mL) was refluxed for 3 h under N2. The reaction mixture was treated with EtOAc (20 mL) and water (20 mL), and the organic layer was dried and concentrated in vacuo. The residue was purified by prepar... Reactants: COC=1C=C(CO)C=CC1 (3-methoxybenzyl alcohol), P(Br)(Br)Br (PBr3). Solvent: O1CCCC1 (tetrahydrofuran). Run at time 3 hour. Product: COC=1C=C(CBr)C=CC1 (3-Methoxybenzyl bromide). Reaction SMILES: [CH3:1][O:2][C:3]1[CH:4]=[C:5]([CH:8]=[CH:9][CH:10]=1)[CH2:6]O.P(Br)(Br)[Br:12]>O1CCCC1>[CH3:1][O:2][C:3]1[CH:4]=[C:5]([CH:8]=[CH:9][CH:10]=1)[CH2:6][Br:12]. Procedure details: A solution of 270 ul of 3-methoxybenzyl alcohol in 2.5 ml of dry tetrahydrofuran is cooled to 0° C. and 120 ul PBr3 added, followed by stirring for three hours. The reaction mixture is extracted with ether and the organic layer washed with saturated sodium bicarbonate and evaporated to give the desired product. Reported procedure: 5-(3-Nitro-2-methoxy-phenyl)-1,2,4-trimethyl-1H-pyrrole-3-carboxylic acid ethyl ester 6f (300 mg, 0.9 mmol) was dissolved in 5 mL of ethyl acetate followed by addition of formamide (227 mg, 1.61 mmol) and 60 mg of palladium on carbon. The reaction mixture was heated to reflux for 1 hour. The reaction was monitored by TLC until the disappearance of the starting materials. The mixture was filtered and the filter cake was washed with ethyl acetate. The filtrate was concentrated under reduced pressu... Starting materials: C(C)OC(=O)C1=C(N(C(=C1C)C1=C(C(=CC=C1)[N+](=O)[O-])OC)C)C (5-(3-nitro-2-methoxy-phenyl)-1,2,4-trimethyl-1H-pyrrole-3-carboxylic acid ethyl ester), C(=O)N (formamide). As a reaction SMILES: [CH2:1]([O:3][C:4]([C:6]1[C:10]([CH3:11])=[C:9]([C:12]2[CH:17]=[CH:16][CH:15]=[C:14]([N+:18]([O-])=O)[C:13]=2[O:21][CH3:22])[N:8]([CH3:23])[C:7]=1[CH3:24])=[O:5])[CH3:2].C(N)=O>C(OCC)(=O)C.[Pd]>[CH2:1]([O:3][C:4]([C:6]1[C:10]([CH3:11])=[C:9]([C:12]2[CH:17]=[CH:16][CH:15]=[C:14]([NH2:18])[C:13]=2[O:21][CH3:22])[N:8]([CH3:23])[C:7]=1[CH3:24])=[O:5])[CH3:2]. The reagents and catalysts are [Pd] (palladium on carbon). Solvent: C(C)(=O)OCC (ethyl acetate). Product: C(C)OC(=O)C1=C(N(C(=C1C)C1=C(C(=CC=C1)N)OC)C)C (5-(3-amino-2-methoxy-phenyl)-1,2,4-trimethyl-1H-pyrrole-3-carboxylic acid ethyl ester). The yield is 86.0%. Starting materials: CC(CCCl)N1CCCC1, [K+], [K+], O=C([O-])[O-], CN(C)C=O, N#CC1(c2ccc(O)cc2)CCOCC1. The product is CC(CCOc1ccc(C2(C#N)CCOCC2)cc1)N1CCCC1. RXN SMILES: [Cl:16][CH2:17][CH2:18][CH:19]([CH3:20])[N:21]1[CH2:22][CH2:23][CH2:24][CH2:25]1.[K+:26].[K+:27].[O-:28][C:29]([O-:30])=[O:31].[O:32]=[CH:33][N:34]([CH3:35])[CH3:36].[OH:1][c:2]1[cH:3][cH:4][c:5]([C:8]2([C:14]#[N:15])[CH2:9][CH2:10][O:11][CH2:12][CH2:13]2)[cH:6][cH:7]1>>[O:1]([c:2]1[cH:3][cH:4][c:5]([C:8]2([C:14]#[N:15])[CH2:9][CH2:10][O:11][CH2:12][CH2:13]2)[cH:6][cH:7]1)[CH2:17][CH2:18][CH:19]([CH3:20])[N:21]1[CH2:22][CH2:23][CH2:24][CH2:25]1. Starting materials: C(C)OC(=C)C1=CC2=C(N(C(C3=C(N=CC=C23)C)=O)C)C=C1OC[C@H](CC(C)C)NC(OC(C)(C)C)=O ((S)-tert-Butyl (1-((9-(1-ethoxyvinyl)-4,6-dimethyl-5-oxo-5,6 dihydrobenzo[c][2,7]naphthyridin-8-yl)oxy)-4-methylpentan-2-yl)carbamate), Cl (hydrochloric acid), O1CCOCC1 (1,4-dioxane). Run at time 2 hour. The product is C(C)(=O)C1=CC2=C(N(C(C3=C(N=CC=C23)C)=O)C)C=C1OC[C@H](CC(C)C)N ((S)-9-acetyl-8-((2-amino-4-methylpentyl)oxy)-4,6-dimethylbenzo[c][2,7]naphthyridin-5(6H)-one). Isolated yield 41.8%. Reaction SMILES: C([O:3][C:4]([C:6]1[C:22]([O:23][CH2:24][C@@H:25]([NH:30]C(=O)OC(C)(C)C)[CH2:26][CH:27]([CH3:29])[CH3:28])=[CH:21][C:9]2[N:10]([CH3:20])[C:11](=[O:19])[C:12]3[C:17]([C:8]=2[CH:7]=1)=[CH:16][CH:15]=[N:14][C:13]=3[CH3:18])=[CH2:5])C.Cl.O1CCOCC1>>[C:4]([C:6]1[C:22]([O:23][CH2:24][C@@H:25]([NH2:30])[CH2:26][CH:27]([CH3:28])[CH3:29])=[CH:21][C:9]2[N:10]([CH3:20])[C:11](=[O:19])[C:12]3[C:17]([C:8]=2[CH:7]=1)=[CH:16][CH:15]=[N:14][C:13]=3[CH3:18])(=[O:3])[CH3:5]. Procedure: (S)-tert-Butyl (1-((9-(1-ethoxyvinyl)-4,6-dimethyl-5-oxo-5,6 dihydrobenzo[c][2,7]naphthyridin-8-yl)oxy)-4-methylpentan-2-yl)carbamate (200 mg, 0.392 mmol) was treated with hydrochloric acid in 1,4-dioxane (981 μL, 3.92 mmol) at 0° C. The reaction mixture was allowed to stir at RT for 2 h and then evaporated to dryness. The crude material was neutralized with aqueous 10% NaHCO3 and extracted with ethyl acetate. The organic layer was dried over Na2SO4 and concentrated which afforded (S)-9-acetyl-8... Starting materials: OC(CC(=O)O)(C)C (3-hydroxy-3-methyl-butyric acid), C(C(=O)Cl)(=O)Cl (oxalyl chloride), [N+](=O)([O-])C1=NNC=C1 (3-Nitro-1H-pyrazole), [H-].[Na+] (sodium hydride), oil, OC(CC(=O)O)(C)C (3-hydroxy-3-methyl-butyric acid). The solvent is O1CCCC1 (tetrahydrofuran), C(C)(=O)OCC (ethyl acetate), CN(C=O)C (N,N-dimethylformamide), O1CCCC1 (tetrahydrofuran), CN(C=O)C (N,N-dimethylformamide). Reaction conditions: temperature 0 celsius. Yields the product OC(CC(=O)N1N=C(C=C1)[N+](=O)[O-])(C)C (3-hydroxy-3-methyl-1-(3-nitro-pyrazol-1-yl)-butan-1-one). Isolated yield 26.8%. As a reaction SMILES: C(Cl)(=O)C(Cl)=O.[OH:7][C:8]([CH3:14])([CH3:13])[CH2:9][C:10](O)=[O:11].[N+:15]([C:18]1[CH:22]=[CH:21][NH:20][N:19]=1)([O-:17])=[O:16].[H-].[Na+]>O1CCCC1.CN(C)C=O.C(OCC)(=O)C>[OH:7][C:8]([CH3:14])([CH3:13])[CH2:9][C:10]([N:20]1[CH:21]=[CH:22][C:18]([N+:15]([O-:17])=[O:16])=[N:19]1)=[O:11] |f:3.4|. Procedure: A solution containing N,N-dimethylformamide (0.22 mL, 2.85 mmol) and tetrahydrofuran (10 mL) was chilled to 0° C. under nitrogen. While stirring, oxalyl chloride (156 μL, 1.80 mmol) was added, gas evolution was observed followed by a white precipitate. The mixture was stirred at 0° C. for 5 min and at 25° C. for 15 min. The mixture was chilled to −5° C. and the 3-hydroxy-3-methyl-butyric acid (224 mg, 1.90 mmol) was added as a solution in tetrahydrofuran (3 mL) and the mixture was allowed to sti...